From a dataset of the Open Reaction Database (ORD), a public repository of structured organic reaction records. describe an organic reaction: reactants, conditions, products, and yield Starting materials: COCCOC(=O)NC1CCN(c2ccc(N3CC(CN(C(=O)OCC(Cl)(Cl)Cl)c4ccon4)OC3=O)cc2F)C1, CC(=O)O, O, [Zn]. Product: COCCOC(=O)NC1CCN(c2ccc(N3CC(CNc4ccon4)OC3=O)cc2F)C1. Reaction SMILES: [CH3:1][O:2][CH2:3][CH2:4][O:5][C:6](=[O:7])[NH:8][CH:9]1[CH2:10][N:11]([c:14]2[c:15]([F:41])[cH:16][c:17]([N:20]3[C:21](=[O:40])[O:22][CH:23]([CH2:25][N:26]([C:27]([O:28][CH2:29][C:30]([Cl:31])([Cl:32])[Cl:33])=[O:34])[c:35]4[n:36][o:37][cH:38][cH:39]4)[CH2:24]3)[cH:18][cH:19]2)[CH2:12][CH2:13]1.[CH3:42][C:43](=[O:44])[OH:45].[OH2:46].[Zn:47]>>[CH3:1][O:2][CH2:3][CH2:4][O:5][C:6](=[O:7])[NH:8][CH:9]1[CH2:10][N:11]([c:14]2[c:15]([F:41])[cH:16][c:17]([N:20]3[C:21](=[O:40])[O:22][CH:23]([CH2:25][NH:26][c:35]4[n:36][o:37][cH:38][cH:39]4)[CH2:24]3)[cH:18][cH:19]2)[CH2:12][CH2:13]1.